Dataset: the Open Reaction Database (ORD), a public repository of structured organic reaction records. Task: describe an organic reaction: reactants, conditions, products, and yield Starting materials: CS(=O)(=O)Cl, CCN(C(C)C)C(C)C, ClCCl, OC1CCOC(c2ccccc2)C1. Product: CS(=O)(=O)OC1CCOC(c2ccccc2)C1. Reaction SMILES: [CH3:23][S:24]([Cl:25])(=[O:26])=[O:27].[CH:14]([N:15]([CH2:16][CH3:17])[CH:18]([CH3:19])[CH3:20])([CH3:21])[CH3:22].[Cl:28][CH2:29][Cl:30].[c:1]1([CH:7]2[O:8][CH2:9][CH2:10][CH:11]([OH:13])[CH2:12]2)[cH:2][cH:3][cH:4][cH:5][cH:6]1>>[c:1]1([CH:7]2[O:8][CH2:9][CH2:10][CH:11]([O:13][S:24]([CH3:23])(=[O:26])=[O:27])[CH2:12]2)[cH:2][cH:3][cH:4][cH:5][cH:6]1. Reactants: C1CCNCC1, ClCCl, O=Cc1cc2ccc(Oc3nc4ncccc4s3)cc2[nH]1. The product is c1cnc2nc(Oc3ccc4cc(CN5CCCCC5)[nH]c4c3)sc2c1. Reaction SMILES: [CH2:22]1[CH2:23][CH2:24][NH:25][CH2:26][CH2:27]1.[Cl:28][CH2:29][Cl:30].[s:1]1[c:2]([O:10][c:11]2[cH:12][cH:13][c:14]3[cH:15][c:16]([CH:20]=[O:21])[nH:17][c:18]3[cH:19]2)[n:3][c:4]2[n:5][cH:6][cH:7][cH:8][c:9]12>>[s:1]1[c:2]([O:10][c:11]2[cH:12][cH:13][c:14]3[cH:15][c:16]([CH2:20][N:25]4[CH2:24][CH2:23][CH2:22][CH2:27][CH2:26]4)[nH:17][c:18]3[cH:19]2)[n:3][c:4]2[n:5][cH:6][cH:7][cH:8][c:9]12.